This data is from the Open Reaction Database (ORD), a public repository of structured organic reaction records. The task is: describe an organic reaction: reactants, conditions, products, and yield Reactants: ClC=1C=C(C=CC1)C(CNC(CC1=CC2=C(OC(O2)(C(=O)O)C(=O)O)C=C1)C)O (5-{2-[2-(3-chloro-phenyl)-2-hydroxy-ethylamino]-propyl}-benzo[1,3]dioxole-2,2-dicarboxylic acid), C1(CCC1)CO (cyclobutylmethanol), [K+].[Br-] (KBr). Yields the product C1(CCC1)COC(=O)C1(OC2=C(O1)C=CC(=C2)CC(C)NCC(O)C2=CC(=CC=C2)Cl)C(=O)O (5-{2-[2-(3-Chloro-phenyl)-2-hydroxy-ethylamino]-propyl}-benzo[1,3]dioxole-2,2-dicarboxylic acid cyclobutylmethyl ester). RXN SMILES: [Cl:1][C:2]1[CH:3]=[C:4]([CH:8]([OH:29])[CH2:9][NH:10][CH:11]([CH3:28])[CH2:12][C:13]2[CH:27]=[CH:26][C:16]3[O:17][C:18]([C:23]([OH:25])=[O:24])([C:20]([OH:22])=[O:21])[O:19][C:15]=3[CH:14]=2)[CH:5]=[CH:6][CH:7]=1.[CH:30]1([CH2:34]O)[CH2:33][CH2:32][CH2:31]1.[K+].[Br-]>>[CH:30]1([CH2:34][O:24][C:23]([C:18]2([C:20]([OH:22])=[O:21])[O:17][C:16]3[CH:26]=[CH:27][C:13]([CH2:12][CH:11]([NH:10][CH2:9][CH:8]([C:4]4[CH:5]=[CH:6][CH:7]=[C:2]([Cl:1])[CH:3]=4)[OH:29])[CH3:28])=[CH:14][C:15]=3[O:19]2)=[O:25])[CH2:33][CH2:32][CH2:31]1 |f:2.3|. Reported procedure: The title compound was prepared from 5-{2-[2-(3-chloro-phenyl)-2-hydroxy-ethylamino]-propyl}-benzo[1,3]dioxole-2,2-dicarboxylic acid and cyclobutylmethanol according to the procedure of Example 1 as an off-white solid; 1H NMR (DMSO) δ 1.01 (d,3H), 1.75(m,4H), 1.92(m,2H), 2.49 (m, 1H), 2.65 (m,1H), 2.85-3.20 (m,4H), 4.09 (d, 2H), 4.85 (bt, 1H), 6.58 (d, 1H), 6.76 (m,2H), 7.35(m,3H), 7.46(s,1H); IR (KBr): 1652 cm- (C=O), 1761 cm-1 (C=O); MS (CI) m/z 490 (MH+). Anal. Calcd. for C25H28ClNO7 : C, 61.... Starting materials: FC1=CC(=C(CNC(=O)C=2N=C3C4(OCCN3C(C2O)=O)CCN(CC4)C(C(=O)OC)=O)C=C1)N1N=CN=C1C (Methyl 2-(2′-(4-fluoro-2-(5-methyl-1H-1,2,4-triazol-1-yl)benzylcarbamoyl)-3′-hydroxy-4′-oxo-6′,7′-dihydro-4′H-spiro[piperidine-4,9′-pyrimido[2,1-c][1,4]oxazine]-1-yl)-2-oxoacetate), N(C)C (Me2NH). Product: CN(C(C(=O)N1CCC2(OCCN3C2=NC(=C(C3=O)O)C(=O)NCC3=C(C=C(C=C3)F)N3N=CN=C3C)CC1)=O)C (1-(2-(Dimethylamino)-2-oxoacetyl)-N-(4-fluoro-2-(5-methyl-1H-1,2,4-triazol-1-yl)benzyl)-3′-hydroxy-4′-oxo-6′,7′-dihydro-4′H-spiro[piperidine-4,9′-pyrimido[2,1-c][1,4]oxazine]-2′-carboxamide). Yield: 36.0%. As a reaction SMILES: [F:1][C:2]1[CH:34]=[CH:33][C:5]([CH2:6][NH:7][C:8]([C:10]2[N:11]=[C:12]3[N:17]([C:18](=[O:21])[C:19]=2[OH:20])[CH2:16][CH2:15][O:14][C:13]23[CH2:26][CH2:25][N:24]([C:27](=[O:32])[C:28]([O:30]C)=O)[CH2:23][CH2:22]2)=[O:9])=[C:4]([N:35]2[C:39]([CH3:40])=[N:38][CH:37]=[N:36]2)[CH:3]=1.[NH:41]([CH3:43])[CH3:42]>>[CH3:42][N:41]([CH3:43])[C:28](=[O:30])[C:27]([N:24]1[CH2:25][CH2:26][C:13]2([C:12]3=[N:11][C:10]([C:8]([NH:7][CH2:6][C:5]4[CH:33]=[CH:34][C:2]([F:1])=[CH:3][C:4]=4[N:35]4[C:39]([CH3:40])=[N:38][CH:37]=[N:36]4)=[O:9])=[C:19]([OH:20])[C:18](=[O:21])[N:17]3[CH2:16][CH2:15][O:14]2)[CH2:22][CH2:23]1)=[O:32]. Reported procedure: A solution of Example 26 and 2M Me2NH/MeoH (2 mL, 4 mmol) was stirred for 18 h. at room temperature. Concentration gave an oil that was purified by chromatography (YMC Combiprep ODS-A, 30 mm×50 mm, MeOH/H2O/0.1% TFA) to give the title compound as white solid (0.227 g, 36%). 1H NMR (300 MHz, CDCl3) δ: 8.61 (1H, s), 8.34 (1H, t, J=5.3 Hz), 7.69 (1H, dd, J=8.6, 5.7 Hz), 7.27 (1H, td, J=8.1, 2.3 Hz), 7.01 (1H, dd, J=8.0, 2.2 Hz), 4.48-4.41 (2H, m), (4.18 (1H, dd, J=14.4, 5.3 Hz), 4.02 (4H, s), 3.64-...